From a dataset of the Open Reaction Database (ORD), a public repository of structured organic reaction records. describe an organic reaction: reactants, conditions, products, and yield Reaction SMILES: [Br:19][c:20]1[nH:21][c:22]2[cH:23][cH:24][cH:25][c:26]3[c:27]2[c:28]1[CH2:29][CH2:30][NH:31][C:32]3=[O:33].[CH3:15][C:16](=[O:17])[O-:18].[CH3:1][O:2][C:3]([CH2:4][CH2:5][c:6]1[c:7]([Br:12])[cH:8][cH:9][cH:10][cH:11]1)=[O:13].[K+:14].[Na+:34].[Na+:35].[O-:36][C:37](=[O:38])[O-:39]>>[CH3:1][O:2][C:3]([CH2:4][CH2:5][c:6]1[c:7](-[c:20]2[nH:21][c:22]3[cH:23][cH:24][cH:25][c:26]4[c:27]3[c:28]2[CH2:29][CH2:30][NH:31][C:32]4=[O:33])[cH:8][cH:9][cH:10][cH:11]1)=[O:13]. Starting materials: O=C1NCCc2c(Br)[nH]c3cccc1c23, CC(=O)[O-], COC(=O)CCc1ccccc1Br, [K+], [Na+], [Na+], O=C([O-])[O-]. The product is COC(=O)CCc1ccccc1-c1[nH]c2cccc3c2c1CCNC3=O.